This data is from the Open Reaction Database (ORD), a public repository of structured organic reaction records. The task is: describe an organic reaction: reactants, conditions, products, and yield Starting materials: C([O-])([O-])=O.[K+].[K+] (Potassium carbonate), N1C[C@@H](CCC1)N ((R)-piperidine-3-amine), CC1=NC(=NC2=CC=CC=C12)CN1C(=O)N(C=2N=C(N(C2C1=O)CC#CC)Br)C (1-[(4-Methyl-quinazolin-2-yl)methyl]-3-methyl-7-(2-butyn-1-yl)-8-bromoxanthine). The solvent is C(C(C)C)C(=O)C (methyl isobutyl ketone). Run at temperature 95 celsius, time 1 hour. The product is CC#CCN1C2=C(N=C1N3CCC[C@H](C3)N)N(C(=O)N(C2=O)CC=4N=C(C=5C=CC=CC5N4)C)C (Linagliptin). Yield: 84.4%. Reaction SMILES: [CH3:1][C:2]1[C:11]2[C:6](=[CH:7][CH:8]=[CH:9][CH:10]=2)[N:5]=[C:4]([CH2:12][N:13]2[C:22](=[O:23])[C:21]3[N:20]([CH2:24][C:25]#[C:26][CH3:27])[C:19](Br)=[N:18][C:17]=3[N:16]([CH3:29])[C:14]2=[O:15])[N:3]=1.C(=O)([O-])[O-].[K+].[K+].[NH:36]1[CH2:41][CH2:40][CH2:39][C@@H:38]([NH2:42])[CH2:37]1>C(C(C)=O)C(C)C>[CH3:27][C:26]#[C:25][CH2:24][N:20]1[C:19]([N:36]2[CH2:37][C@H:38]([NH2:42])[CH2:39][CH2:40][CH2:41]2)=[N:18][C:17]2[N:16]([CH3:29])[C:14]([N:13]([CH2:12][C:4]3[N:3]=[C:2]([CH3:1])[C:11]4[CH:10]=[CH:9][CH:8]=[CH:7][C:6]=4[N:5]=3)[C:22](=[O:23])[C:21]1=2)=[O:15] |f:1.2.3|. Procedure: 1-[(4-Methyl-quinazolin-2-yl)methyl]-3-methyl-7-(2-butyn-1-yl)-8-bromoxanthine (20 gm) and methyl isobutyl ketone (MIBK 200 mL) were charged into a 1000 mL round bottomed flask equipped with a mechanical stirrer. Potassium carbonate (18.3 gm) and (R)-piperidine-3-amine (11.5 gm) were added to the reaction mixture at room temperature. The reaction mixture was heated to 95° C. and maintained at that temperature for 8 hours. The reaction mixture was cooled to room temperature and filtered and washe... Starting materials: OC=1C2=C(N=CN1)C(=CC=N2)C(=O)N (4-hydroxypyrido[3,2-d]pyrimidine-8-carboxamide), Cl.N[C@H](CN(S(=O)(=O)C1=CC=C(C=C1)[N+](=O)[O-])CC)C1=CC(=C(C=C1)F)Cl (N—[(S)-2-Amino-2-(3-chloro-4-fluoro-phenyl)-ethyl]-N-ethyl-4-nitro-benzenesulfonamide hydrochloride). Product: ClC=1C=C(C=CC1F)[C@@H](CNCC)NC=1C2=C(N=CN1)C(=CC=N2)C(=O)N (4-[(S)-1-(3-Chloro-4-fluoro-phenyl)-2-ethylamino-ethylamino]-pyrido[3,2-d]pyrimidine-8-carboxylic acid amide). Reaction SMILES: O[C:2]1[C:3]2[N:11]=[CH:10][CH:9]=[C:8]([C:12]([NH2:14])=[O:13])[C:4]=2[N:5]=[CH:6][N:7]=1.Cl.[NH2:16][C@@H:17]([C:34]1[CH:39]=[CH:38][C:37]([F:40])=[C:36]([Cl:41])[CH:35]=1)[CH2:18][N:19]([CH2:32][CH3:33])S(C1C=CC([N+]([O-])=O)=CC=1)(=O)=O>>[Cl:41][C:36]1[CH:35]=[C:34]([C@H:17]([NH:16][C:2]2[C:3]3[N:11]=[CH:10][CH:9]=[C:8]([C:12]([NH2:14])=[O:13])[C:4]=3[N:5]=[CH:6][N:7]=2)[CH2:18][NH:19][CH2:32][CH3:33])[CH:39]=[CH:38][C:37]=1[F:40] |f:1.2|. Procedure details: Compound 61 was prepared following general synthesis scheme 7 wherein 4-hydroxypyrido[3,2-d]pyrimidine-8-carboxamide (G) was reacted with N—[(S)-2-Amino-2-(3-chloro-4-fluoro-phenyl)-ethyl]-N-ethyl-4-nitro-benzenesulfonamide hydrochloride to give the title compound as a white solid. LC/MS [390 (M+H)]; 1H NMR (400 MHz, DMSO-d6) δ 9.94 (s, 1H), 9.16 (s, 1H), 9.00 (d, 1H), 8.56 (s, 1H), 8.38 (d, 1H), 8.17 (s, 1H), 7.71 (dd, 1H), 7.52-7.43 (m, 1H), 7.35 (t, 1H), 5.44 (s, 1H), 3.16 (dd, 1H), 2.96 (dd,... The reactants are C1(=CC=CC=C1)C1=NN2C(C=C(C=C2N)C2=CC=NC=C2)=N1 (2-phenyl-7-pyridin-4-yl-[1,2,4]triazolo[1,5-a]pyridin-5-ylamine), C1(=CC=CC=C1)CC(=O)Cl (phenylacetyl chloride). Product: C1(=CC=CC=C1)CC(=O)NC1=CC(=CC=2N1N=C(N2)C2=CC=CC=C2)C2=CC=NC=C2 (2-Phenyl-N-(2-phenyl-7-pyridin-4-yl-[1,2,4]triazolo[1,5-a]pyridin-5-yl)-acetamide). Reaction SMILES: [C:1]1([C:7]2[N:22]=[C:10]3[CH:11]=[C:12]([C:16]4[CH:21]=[CH:20][N:19]=[CH:18][CH:17]=4)[CH:13]=[C:14]([NH2:15])[N:9]3[N:8]=2)[CH:6]=[CH:5][CH:4]=[CH:3][CH:2]=1.[C:23]1([CH2:29][C:30](Cl)=[O:31])[CH:28]=[CH:27][CH:26]=[CH:25][CH:24]=1>>[C:23]1([CH2:29][C:30]([NH:15][C:14]2[N:9]3[N:8]=[C:7]([C:1]4[CH:2]=[CH:3][CH:4]=[CH:5][CH:6]=4)[N:22]=[C:10]3[CH:11]=[C:12]([C:16]3[CH:21]=[CH:20][N:19]=[CH:18][CH:17]=3)[CH:13]=2)=[O:31])[CH:28]=[CH:27][CH:26]=[CH:25][CH:24]=1. Procedure: The title compound, MS m/e (%): 406 (M+H+, 100), was prepared in accordance with the general method of example 31 from 2-phenyl-7-pyridin-4-yl-[1,2,4]triazolo[1,5-a]pyridin-5-ylamine and phenylacetyl chloride. Isolated yield 477.6%. Yields the product COC(=O)C1=CC=CC=2N=COC21 (Methyl-7-benzoxazole carboxylate). The solvent is C=1(C(=CC=CC1)C)C (xylene). Reported procedure: A solution of 0.22 g (1.32 mmol) of methyl-2-amino-3-hydroxybenzoate, 0.77 mL (4.6 mmol) of triethylorthoformate and 0.066 g (0.26 mmol) of pyridinium p-toluene sulfonate in 15 mL of xylene was heated at reflux for 18 h. The reaction mixture was concentrated and purified by chromatograph (silica, hexanes:EtOAc, 6:1) to give 0.22 g of the title compound. The reactants are COC(C1=C(C(=CC=C1)O)N)=O (methyl-2-amino-3-hydroxybenzoate), C(C)OC(OCC)OCC (triethylorthoformate), C1(=CC=C(C=C1)S(=O)(=O)[O-])C.[NH+]1=CC=CC=C1 (pyridinium p-toluene sulfonate). Reaction SMILES: [CH3:1][O:2][C:3](=[O:12])[C:4]1[CH:9]=[CH:8][CH:7]=[C:6](O)[C:5]=1N.C(OC([O:20][CH2:21]C)OCC)C.C1(C)C=CC(S([O-])(=O)=O)=CC=1.[NH+:34]1C=CC=CC=1>C1(C)C(C)=CC=CC=1>[CH3:1][O:2][C:3]([C:4]1[C:5]2[O:20][CH:21]=[N:34][C:6]=2[CH:7]=[CH:8][CH:9]=1)=[O:12] |f:2.3|. The reactants are BrC1=CC=C(C=C1)C1(CC1)N(C(OC)=O)CCC(CC(=C)C)(C1=CC=CC=C1)O (methyl 1-(4-bromophenyl)cyclopropyl(3-hydroxy-5-methyl-3-phenylhex-5-enyl)carbamate), [H-].[Na+] (NaH). Run in C1CCOC1 (THF). Yields the product BrC1=CC=C(C=C1)C1(CC1)N1C(OC(CC1)(C1=CC=CC=C1)CC(=C)C)=O (3-(1-(4-bromophenyl)cyclopropyl)-6-(2-methylallyl)-6-phenyl-1,3-oxazinan-2-one). Isolated yield 60.7%. RXN SMILES: [Br:1][C:2]1[CH:7]=[CH:6][C:5]([C:8]2([N:11]([CH2:16][CH2:17][C:18](O)([C:23]3[CH:28]=[CH:27][CH:26]=[CH:25][CH:24]=3)[CH2:19][C:20]([CH3:22])=[CH2:21])[C:12](=[O:15])[O:13]C)[CH2:10][CH2:9]2)=[CH:4][CH:3]=1.[H-].[Na+]>C1COCC1>[Br:1][C:2]1[CH:7]=[CH:6][C:5]([C:8]2([N:11]3[CH2:16][CH2:17][C:18]([CH2:19][C:20]([CH3:22])=[CH2:21])([C:23]4[CH:24]=[CH:25][CH:26]=[CH:27][CH:28]=4)[O:13][C:12]3=[O:15])[CH2:9][CH2:10]2)=[CH:4][CH:3]=1 |f:1.2|. Procedure details: To a solution of methyl 1-(4-bromophenyl)cyclopropyl(3-hydroxy-5-methyl-3-phenylhex-5-enyl)carbamate (58.8 mg, 0.129 mmol) in dry THF (10 mL) was added NaH (60% in mineral oil, 10 mg, 2 equiv). The mixture was heated to reflux for 2 h. LC-MS found the reaction was complete. The mixture was cooled to rt, quenched with satd aq NH4Cl (3 mL), diluted with EtOAc (30 mL), washed with 1% aq HCl (5 mL), satd aq NaHCO3 solution (5 mL) and brine (4 mL), and dried over Na2SO4. After filtration and concentr... The reactants are C(C)(C)(C)OC(=O)NCC1=CC=C(C(=O)[O-])C=C1 (4-(tert-butoxycarbonylaminomethyl)benzoate), C(C)(=O)OCC (ethyl acetate), [H-].[Al+3].[Li+].[H-].[H-].[H-] (lithium aluminum hydride). Run in O1CCCC1 (tetrahydrofuran), O1CCCC1 (tetrahydrofuran), O1CCCC1 (tetrahydrofuran). Conditions: temperature 0 celsius. Yields the product C(C)(C)(C)OC(=O)NCC1=CC=C(CO)C=C1 (4-(tert-butoxycarbonylaminomethyl)benzyl alcohol). The yield is 71.4%. RXN SMILES: [H-].[Al+3].[Li+].[H-].[H-].[H-].[C:7]([O:11][C:12]([NH:14][CH2:15][C:16]1[CH:24]=[CH:23][C:19]([C:20]([O-])=[O:21])=[CH:18][CH:17]=1)=[O:13])([CH3:10])([CH3:9])[CH3:8].C(OCC)(=O)C>O1CCCC1>[C:7]([O:11][C:12]([NH:14][CH2:15][C:16]1[CH:17]=[CH:18][C:19]([CH2:20][OH:21])=[CH:23][CH:24]=1)=[O:13])([CH3:10])([CH3:8])[CH3:9] |f:0.1.2.3.4.5|. Procedure details: A suspension of 1.40 g (36.8 mmol) of lithium aluminum hydride in 150 ml of tetrahydrofuran was stirred at 0° C. A solution of 13.0 g (49.0 imol) of 4-(tert-butoxycarbonylaminomethyl)benzoate in 50 ml of tetrahydrofuran was dropwise added slowly to the suspension. After completion of the dropwise addition, the solution was heated to reflux for 2 hours and then cooled to 0° C. After 20 ml of 50% tetrahydrofuran was dropwise added to the reaction mixture, 100 ml of ethyl acetate was added thereto.... Reactants: C([C@@H]([C@H]([C@@H](C(=O)C(=O)O)O)O)O)O (2-keto-L-gulonic acid), ClC(=C(Cl)Cl)Cl (perchloroethylene), Cl (hydrochloric acid), C(CCC)O (n-butanol), S(O)(O)(=O)=O (sulfuric acid), crude product. Run in O (water). Run at temperature 85 celsius, time 17 hour. The product is O=C1C(O)=C(O)[C@H](O1)[C@@H](O)CO (L-ascorbic acid). Reaction SMILES: [CH2:1]([OH:13])[C@H:2]([OH:12])[C@@H:3](O)[C@H:4]([OH:10])[C:5]([C:7]([OH:9])=[O:8])=[O:6].C(O)CCC.S(=O)(=O)(O)O.ClC(Cl)=C(Cl)Cl.Cl>O>[O:8]=[C:7]1[O:9][C@H:3]([C@H:2]([CH2:1][OH:13])[OH:12])[C:4]([OH:10])=[C:5]1[OH:6]. Procedure details: 742 g (3.75 mol) of anhydrous 2-keto-L-gulonic acid were suspended in 1.5 l (17 mol) of n-butanol and, after addition of 8 g of concentrated sulfuric acid, the mixture was evacuated to 200 mbar. After heating to 85° C., 1.1 l of water-containing n-butanol were distilled off after 2 hours. The viscous, golden-yellow-colored melt was mixed with 906 ml (8.9 mol) of perchloroethylene and rearranged at 72 to 75° C. for 17 hours after addition of 84 ml of conc. hydrochloric acid. The precipitated L-as... The reactants are C(CCC)C=1NC=2C(=NC=CC2)N1 (2-butylimidazo[4,5-b]pyridine), NC=1C=NC=CC1N (3,4-diaminopyridine). Yields the product C(CCC)C=1NC2=C(C=NC=C2)N1 (2-butylimidazo[4,5-c]pyridine). Reaction SMILES: [CH2:1]([C:5]1[NH:6][C:7]2[C:8]([N:13]=1)=[N:9][CH:10]=[CH:11][CH:12]=2)[CH2:2][CH2:3][CH3:4].NC1C=NC=CC=1N>>[CH2:1]([C:5]1[NH:13][C:12]2[CH:11]=[CH:10][N:9]=[CH:8][C:7]=2[N:6]=1)[CH2:2][CH2:3][CH3:4]. Procedure: The title compound was prepared according to the procedure described for the preparation of 2-butylimidazo[4,5-b]pyridine starting with 3,4-diaminopyridine. The reactants are C([C@H](C([C@@H](CO)O)O)O)O (D-arabitol), C([O-])([O-])=O.[Ca+2] (calcium carbonate), sugars, sugar alcohols. The solvent is P(=O)([O-])([O-])[O-] (phosphate), solution. Reaction conditions: time 27 hour. The product is C([C@H](O)[C@@H](O)[C@H](O)CO)O (xylitol). Reaction SMILES: [CH2:1]([OH:10])[C@@H:2]([OH:9])[CH:3]([OH:8])[C@H:4]([OH:7])[CH2:5][OH:6].C(=O)([O-])[O-].[Ca+2]>P([O-])([O-])([O-])=O>[CH2:5]([OH:6])[C@@H:4]([C@H:3]([C@@H:2]([CH2:1][OH:10])[OH:9])[OH:8])[OH:7] |f:1.2|. Procedure details: D-arabitol was dissolved in 0.1M phosphate buffer solution(pH 6.0) to a final concentration of 5% (w/v), and 5 ml each of the solution was dispensed in a test tube. To this reaction mixture were added the bacterial cells prepared in the same manner as in Example 6 in a wet weight of about 10% (w/v) and 2% (w/v) of calcium carbonate, and a reaction with shaking was run at 30° C. After 6 hours' reaction, 5% (w/v) of various sugars and sugar alcohols were added as shown in Table 2 for further react... The reactants are C(C)(C)(C)OC(NC1=C(C=C(C(=C1)C(F)(F)F)C)N)=O ((2-amino-4-methyl-5-trifluoromethyl-phenyl)-carbamic acid tert-butyl ester), C(C)(C)(C)OC(CC(C1=CC(=CC=C1)C1=NC=CN=C1)=O)=O (3-oxo-3-(3-pyrazin-2-yl-phenyl)-propionic acid tert-butyl ester). Product: C(C)(C)(C)OC(NC1=C(C=C(C(=C1)C(F)(F)F)C)NC(CC(C1=CC(=CC=C1)C1=NC=CN=C1)=O)=O)=O ({4-Methyl-2-[3-oxo-3-(3-pyrazin-2-yl-phenyl)-propionylamino]-5-trifluoromethyl-phenyl}-carbamic acid tert-butyl ester), foam. Yield: 56.0%. RXN SMILES: [C:1]([O:5][C:6](=[O:20])[NH:7][C:8]1[CH:13]=[C:12]([C:14]([F:17])([F:16])[F:15])[C:11]([CH3:18])=[CH:10][C:9]=1[NH2:19])([CH3:4])([CH3:3])[CH3:2].C([O:25][C:26](=O)[CH2:27][C:28](=[O:41])[C:29]1[CH:34]=[CH:33][CH:32]=[C:31]([C:35]2[CH:40]=[N:39][CH:38]=[CH:37][N:36]=2)[CH:30]=1)(C)(C)C>>[C:1]([O:5][C:6](=[O:20])[NH:7][C:8]1[CH:13]=[C:12]([C:14]([F:17])([F:16])[F:15])[C:11]([CH3:18])=[CH:10][C:9]=1[NH:19][C:26](=[O:25])[CH2:27][C:28](=[O:41])[C:29]1[CH:34]=[CH:33][CH:32]=[C:31]([C:35]2[CH:40]=[N:39][CH:38]=[CH:37][N:36]=2)[CH:30]=1)([CH3:4])([CH3:2])[CH3:3]. Procedure details: The title compound was prepared from (2-amino-4-methyl-5-trifluoromethyl-phenyl)-carbamic acid tert-butyl ester (Example J23) (290 mg, 1.0 mmol) and 3-oxo-3-(3-pyrazin-2-yl-phenyl)-propionic acid tert-butyl ester (Example K14) (298 mg, 1.0 mmol) according to the general procedure M. Obtained as a white foam (290 mg, 56%).